Dataset: the Open Reaction Database (ORD), a public repository of structured organic reaction records. Task: describe an organic reaction: reactants, conditions, products, and yield Run in CC(C)O (IPA). Product: NC1CN(CCC1)C1=CC(N(C(N1CC1=C(C#N)C=CC(=C1)F)=O)C)=O (2-[6-(3-Amino-piperidin-1-yl)-3-methyl-2,4-dioxo-3,4-dihydro-2H-pyrimidin-1-ylmethyl]-4-fluoro-benzonitrile), free base. Reactants: ClC1=CC(N(C(N1CC1=C(C#N)C=CC(=C1)F)=O)C)=O (2-(6-Chloro-3-methyl-2,4-dioxo-3,4-dihydro-2H-pyrimidin-1-ylmethyl)-4-fluoro-benzonitrile), Cl.Cl.N[C@H]1CNCCC1 ((R)-3-amino-piperidine dihydrochloride). As a reaction SMILES: Cl[C:2]1[N:7]([CH2:8][C:9]2[CH:16]=[C:15]([F:17])[CH:14]=[CH:13][C:10]=2[C:11]#[N:12])[C:6](=[O:18])[N:5]([CH3:19])[C:4](=[O:20])[CH:3]=1.Cl.Cl.[NH2:23][C@@H:24]1[CH2:29][CH2:28][CH2:27][NH:26][CH2:25]1>CC(O)C>[NH2:23][CH:24]1[CH2:29][CH2:28][CH2:27][N:26]([C:2]2[N:7]([CH2:8][C:9]3[CH:16]=[C:15]([F:17])[CH:14]=[CH:13][C:10]=3[C:11]#[N:12])[C:6](=[O:18])[N:5]([CH3:19])[C:4](=[O:20])[CH:3]=2)[CH2:25]1 |f:1.2.3|. Procedure: Alternatively, the free base of 34 was prepared as follows. A mixture of 33 (1212 g), IPA (10.8 L), (R)-3-amino-piperidine dihydrochloride (785 g), purified water (78 mL) and potassium carbonate (2.5 kg, powder, 325 mesh) was heated at 60° C. until completion (e.g., for >20 hours) as determined, for example, by HPLC. Acetonitrile (3.6 L) was then added at 60° C. and the mixture was allowed to cool to <25° C. The resultant slurry was filtered under vacuum and the filter cake was washed with aceto... Run at temperature 60 celsius. Starting materials: CCOC(=C1C(=O)Nc2ccc([N+](=O)[O-])cc21)c1ccccc1, Nc1ccc(CN2CCCCC2)cc1, CN(C)C=O. Product: O=C1Nc2ccc([N+](=O)[O-])cc2C1=C(Nc1ccc(CN2CCCCC2)cc1)c1ccccc1. Reaction SMILES: [CH2:1]([O:2][C:4]([c:5]1[cH:6][cH:7][cH:8][cH:9][cH:10]1)=[C:11]1[C:12](=[O:23])[NH:13][c:14]2[cH:15][cH:16][c:17]([N+:20](=[O:21])[O-:22])[cH:18][c:19]21)[CH3:3].[N:24]1([CH2:30][c:31]2[cH:32][cH:33][c:34]([NH2:35])[cH:36][cH:37]2)[CH2:25][CH2:26][CH2:27][CH2:28][CH2:29]1.[O:38]=[CH:39][N:40]([CH3:41])[CH3:42]>>[C:4]([c:5]1[cH:6][cH:7][cH:8][cH:9][cH:10]1)(=[C:11]1[C:12](=[O:23])[NH:13][c:14]2[cH:15][cH:16][c:17]([N+:20](=[O:21])[O-:22])[cH:18][c:19]21)[NH:35][c:34]1[cH:33][cH:32][c:31]([CH2:30][N:24]2[CH2:25][CH2:26][CH2:27][CH2:28][CH2:29]2)[cH:37][cH:36]1. Starting materials: CC(=O)Nc1nc(C[P+](c2ccccc2)(c2ccccc2)c2ccccc2)cs1, CC(C)(C)[O-], CN(C)C=O, O=Cc1ccc(C(=O)O)s1, [Cl-], [K+], O. The product is CC(=O)Nc1nc(C=Cc2ccc(C(=O)O)s2)cs1. RXN SMILES: [C:2]([CH3:3])(=[O:4])[NH:5][c:6]1[s:7][cH:8][c:9]([CH2:11][P+:12]([c:13]2[cH:14][cH:15][cH:16][cH:17][cH:18]2)([c:19]2[cH:20][cH:21][cH:22][cH:23][cH:24]2)[c:25]2[cH:26][cH:27][cH:28][cH:29][cH:30]2)[n:10]1.[CH3:31][C:32]([CH3:33])([O-:34])[CH3:35].[CH3:48][N:49]([CH3:50])[CH:51]=[O:52].[CH:37](=[O:38])[c:39]1[cH:40][cH:41][c:42]([C:44](=[O:45])[OH:46])[s:43]1.[Cl-:1].[K+:36].[OH2:47]>>[C:2]([CH3:3])(=[O:4])[NH:5][c:6]1[s:7][cH:8][c:9]([CH:11]=[CH:37][c:39]2[cH:40][cH:41][c:42]([C:44](=[O:45])[OH:46])[s:43]2)[n:10]1. Reactants: C(O)([O-])=O.[Na+] (sodium hydrogen carbonate), Cl.CN(CCCN=C=NCC)C (1-(3-dimethylaminopropyl)-3-ethylcarbodiimide hydrochloride), O.OC1=CC=CC=2NN=NC21 (hydroxybenzotriazole hydrate), resultant product, C(=O)(O)C=1N=C(SC1)SCC(=O)NC[C@H]1CN(CCO1)CC1=CC(=C(C=C1)Cl)Cl ((2S)-(4-carboxythiazol-2-ylthio)-N-{[4-(3,4-dichlorobenzyl)morpholin-2-yl]methyl}acetamide), Cl.C(C)N (ethylamine hydrochloride). The solvent is C(C)N(CC)CC (triethylamine), CN(C=O)C (dimethylformamide). Run at time 8 hour. The product is Cl.ClC=1C=C(CN2C[C@@H](OCC2)CNC(CSC=2SC=C(N2)C(=O)NCC)=O)C=CC1Cl ((2S)-N-{[4-(3,4-dichlorobenzyl)morpholin-2-yl]methyl}-[4-(ethylaminocarbonyl)thiazol-2-ylthio]acetamide hydrochloride). As a reaction SMILES: [C:1]([C:4]1[N:5]=[C:6]([S:9][CH2:10][C:11]([NH:13][CH2:14][C@@H:15]2[O:20][CH2:19][CH2:18][N:17]([CH2:21][C:22]3[CH:27]=[CH:26][C:25]([Cl:28])=[C:24]([Cl:29])[CH:23]=3)[CH2:16]2)=[O:12])[S:7][CH:8]=1)(O)=[O:2].Cl.[CH2:31]([NH2:33])[CH3:32].Cl.CN(C)CCCN=C=NCC.O.OC1C2N=NNC=2C=CC=1.C(=O)([O-])O.[Na+]>CN(C)C=O.C(N(CC)CC)C>[ClH:28].[Cl:29][C:24]1[CH:23]=[C:22]([CH:27]=[CH:26][C:25]=1[Cl:28])[CH2:21][N:17]1[CH2:18][CH2:19][O:20][C@@H:15]([CH2:14][NH:13][C:11](=[O:12])[CH2:10][S:9][C:6]2[S:7][CH:8]=[C:4]([C:1]([NH:33][CH2:31][CH3:32])=[O:2])[N:5]=2)[CH2:16]1 |f:1.2,3.4,5.6,7.8,11.12|. Reported procedure: The resultant product (476 mg) of (1-5) and ethylamine hydrochloride (98 mg) were dissolved in dimethylformamide (2 mL), then 1-(3-dimethylaminopropyl)-3-ethylcarbodiimide hydrochloride (288 mg), hydroxybenzotriazole hydrate (230 mg) and triethylamine (167 μL) were added, and the mixture was stirred overnight at room temperature. A saturated aqueous sodium hydrogen carbonate solution was added to the reaction mixture, and the mixture was extracted with ethyl acetate. The extract was washed with ... Reactants: CC(OC(=O)C(c1ccccc1F)N(C)C)c1ccccc1, CCO. The product is CN(C)C(C(=O)O)c1ccccc1F. As a reaction SMILES: [CH3:1][N:2]([CH:3]([C:4](=[O:5])[O:6][CH:7]([c:8]1[cH:9][cH:10][cH:11][cH:12][cH:13]1)[CH3:14])[c:15]1[c:16]([F:21])[cH:17][cH:18][cH:19][cH:20]1)[CH3:22].[CH3:23][CH2:24][OH:25]>>[CH3:1][N:2]([CH:3]([C:4](=[O:5])[OH:6])[c:15]1[c:16]([F:21])[cH:17][cH:18][cH:19][cH:20]1)[CH3:22]. Starting materials: NC(=O)C1N(CCN(C1)C(=O)OC(C)(C)C)CC(=O)NC1=C(C=C(C=C1Cl)[N+](=O)[O-])Cl (2-(aminocarbonyl)-N-(4-nitro-2,6-dichlorophenyl)-4-(tert-butoxycarbonyl)-1-piperazineacetamide), S1C=CC=C1 (thiophene). The reagents and catalysts are [Pt] (platinum on charcoal). Solvent: CO (methanol). Reaction conditions: time 30 minute. Product: NC(=O)C1N(CCN(C1)C(=O)OC(C)(C)C)CC(=O)NC1=C(C=C(C=C1Cl)N)Cl (2-(aminocarbonyl)-N-(4-amino-2,6-dichlorophenyl)-4-(tert-butoxycarbonyl)-1-piperazineacetamide). The yield is 93.9%. As a reaction SMILES: [NH2:1][C:2]([CH:4]1[CH2:9][N:8]([C:10]([O:12][C:13]([CH3:16])([CH3:15])[CH3:14])=[O:11])[CH2:7][CH2:6][N:5]1[CH2:17][C:18]([NH:20][C:21]1[C:26]([Cl:27])=[CH:25][C:24]([N+:28]([O-])=O)=[CH:23][C:22]=1[Cl:31])=[O:19])=[O:3].S1C=CC=C1>CO.[Pt]>[NH2:1][C:2]([CH:4]1[CH2:9][N:8]([C:10]([O:12][C:13]([CH3:15])([CH3:16])[CH3:14])=[O:11])[CH2:7][CH2:6][N:5]1[CH2:17][C:18]([NH:20][C:21]1[C:26]([Cl:27])=[CH:25][C:24]([NH2:28])=[CH:23][C:22]=1[Cl:31])=[O:19])=[O:3]. Procedure details: A solution of 2-(aminocarbonyl)-N-(4-nitro-2,6-dichlorophenyl)-4-(tert-butoxycarbonyl)-1-piperazineacetamide (1.0 g, 2.1 mmol) in 30 mL of methanol containing methanolic 4% thiophene (0.25 mL) and 5% platinum on charcoal catalyst (450 mg) was hydrogenated using a Parr apparatus at 50° C. and 25 psi for 30 minutes. After cooling and removal of catalyst by filtration, the solvent was removed from the filtrate in vacuo to yield III as an amorphous solid (0.88 g, 94% yield). Starting materials: C([O-])([O-])=O.[Na+].[Na+] (sodium carbonate), ClC=1C=C(C(=O)OO)C=CC1 (m-chloroperoxybenzoic acid), FC(C(F)F)(OC1=CC2=C(NC(=N2)SC(C)C2=NC=CC(=C2)OC)C=C1)F (5-(1,1,2,2-tetrafluoroethoxy)-2-{[1-(4-methoxy-2-pyridyl)ethyl]thio}-1H-benzimidazole). The solvent is ClCCl (dichloromethane), ClCCl (dichloromethane). Run at temperature -40 celsius, time 2 hour. Yields the product FC(C(F)F)(OC1=CC2=C(NC(=N2)S(=O)C(C)C2=NC=CC(=C2)OC)C=C1)F (5-(1,1,2,2-Tetrafluoroethoxy)-2-{[1-(4-methoxy-2-pyridyl)ethyl]sulphinyl}-1H-benzimidazole). The yield is 51.0%. RXN SMILES: ClC1C=C(C=CC=1)C(OO)=[O:6].[F:12][C:13]([F:38])([O:17][C:18]1[CH:37]=[CH:36][C:21]2[NH:22][C:23]([S:25][CH:26]([C:28]3[CH:33]=[C:32]([O:34][CH3:35])[CH:31]=[CH:30][N:29]=3)[CH3:27])=[N:24][C:20]=2[CH:19]=1)[CH:14]([F:16])[F:15].C(=O)([O-])[O-].[Na+].[Na+]>ClCCl>[F:38][C:13]([F:12])([O:17][C:18]1[CH:37]=[CH:36][C:21]2[NH:22][C:23]([S:25]([CH:26]([C:28]3[CH:33]=[C:32]([O:34][CH3:35])[CH:31]=[CH:30][N:29]=3)[CH3:27])=[O:6])=[N:24][C:20]=2[CH:19]=1)[CH:14]([F:15])[F:16] |f:2.3.4|. Procedure details: 9.8 g of 80% m-chloroperoxybenzoic acid in 200 ml of dichloromethane are added dropwise at -65° C. to a solution of 19.5 g of ±-5-(1,1,2,2-tetrafluoroethoxy)-2-{[1-(4-methoxy-2-pyridyl)ethyl]thio}-1H-benzimidazole in 1.5 l of dichloromethane. The reaction mixture is stirred for a further 2 h at -40° C. and then stirred into a sodium carbonate solution. The organic phase is separated off, and the aqueous phase is extracted once more with dichloromethane. The combined organic phases are dried over... The reactants are CC(C)(C)OC(=O)Nc1nc(Cl)c(C(O)c2cn(S(=O)(=O)c3ccccc3)c3ncc(Cl)cc23)s1, CC[SiH](CC)CC, ClCCl, O=C(O)C(F)(F)F. Yields the product CC(C)(C)OC(=O)Nc1nc(Cl)c(Cc2cn(S(=O)(=O)c3ccccc3)c3ncc(Cl)cc23)s1. RXN SMILES: [C:1]([CH3:2])([CH3:3])([CH3:4])[O:5][C:6]([NH:7][c:8]1[s:9][c:10]([CH:14]([OH:15])[c:16]2[cH:17][n:18]([S:26](=[O:27])(=[O:28])[c:29]3[cH:30][cH:31][cH:32][cH:33][cH:34]3)[c:19]3[n:20][cH:21][c:22]([Cl:25])[cH:23][c:24]23)[c:11]([Cl:13])[n:12]1)=[O:35].[CH2:36]([SiH:37]([CH2:38][CH3:39])[CH2:40][CH3:41])[CH3:42].[Cl:50][CH2:51][Cl:52].[OH:43][C:44]([C:45]([F:46])([F:47])[F:48])=[O:49]>>[C:1]([CH3:2])([CH3:3])([CH3:4])[O:5][C:6]([NH:7][c:8]1[s:9][c:10]([CH2:14][c:16]2[cH:17][n:18]([S:26](=[O:27])(=[O:28])[c:29]3[cH:30][cH:31][cH:32][cH:33][cH:34]3)[c:19]3[n:20][cH:21][c:22]([Cl:25])[cH:23][c:24]23)[c:11]([Cl:13])[n:12]1)=[O:35].